From a dataset of the Open Reaction Database (ORD), a public repository of structured organic reaction records. describe an organic reaction: reactants, conditions, products, and yield The reactants are COC(=O)COc1ccc(CNC(=O)OC(C)(C)C)c(F)c1, O=CO. Yields the product COC(=O)COc1ccc(CN)c(F)c1. Reaction SMILES: [CH3:1][O:2][C:3]([CH2:4][O:5][c:6]1[cH:7][c:8]([F:21])[c:9]([CH2:12][NH:13][C:14]([O:15][C:16]([CH3:17])([CH3:18])[CH3:19])=[O:20])[cH:10][cH:11]1)=[O:22].[CH:23]([OH:24])=[O:25]>>[CH3:1][O:2][C:3]([CH2:4][O:5][c:6]1[cH:7][c:8]([F:21])[c:9]([CH2:12][NH2:13])[cH:10][cH:11]1)=[O:22]. Starting materials: O1CCOC12CCN(CC2)C#N (1,4-dioxa-8-aza-spiro[4.5]decane-8-carbonitrile), ONC(CCC)=N (N-hydroxy-butyramidine), Intermediate 2. Yields the product C(CC)C1=NOC(=N1)N1CCC2(OCCO2)CC1 (8-(3-Propyl-[1,2,4]oxadiazol-5-yl)-1,4-dioxa-8-aza-spiro[4.5]decane). RXN SMILES: [O:1]1[C:5]2([CH2:10][CH2:9][N:8]([C:11]#[N:12])[CH2:7][CH2:6]2)[O:4][CH2:3][CH2:2]1.[OH:13][NH:14][C:15](=N)[CH2:16][CH2:17][CH3:18]>>[CH2:16]([C:15]1[N:12]=[C:11]([N:8]2[CH2:7][CH2:6][C:5]3([O:4][CH2:3][CH2:2][O:1]3)[CH2:10][CH2:9]2)[O:13][N:14]=1)[CH2:17][CH3:18]. Procedure: The title compound is prepared from 1,4-dioxa-8-aza-spiro[4.5]decane-8-carbonitrile and N-hydroxy-butyramidine following a procedure analogous to that described in Intermediate 2. LC (method 14): tR=1.16 min; Mass spectrum (ESI+): m/z=254 [M+H]+. Starting materials: [Br-], O=C([O-])[O-], CCCC[N+](CCCC)(CCCC)CCCC, CN(C)C=O, Fc1ccc(N2CCN(CCCCl)CC2)cc1, [K+], [K+], O=S1(=O)N=C(Nc2ccccc2)c2ccccc21. The product is O=S1(=O)N=C(N(CCCN2CCN(c3ccc(F)cc3)CC2)c2ccccc2)c2ccccc21. As a reaction SMILES: [Br-:42].[C:36](=[O:37])([O-:38])[O-:39].[CH3:43][CH2:44][CH2:45][CH2:46][N+:47]([CH2:48][CH2:49][CH2:50][CH3:51])([CH2:52][CH2:53][CH2:54][CH3:55])[CH2:56][CH2:57][CH2:58][CH3:59].[CH3:60][N:61]([CH3:62])[CH:63]=[O:64].[Cl:19][CH2:20][CH2:21][CH2:22][N:23]1[CH2:24][CH2:25][N:26]([c:29]2[cH:30][cH:31][c:32]([F:35])[cH:33][cH:34]2)[CH2:27][CH2:28]1.[K+:40].[K+:41].[NH:1]([c:2]1[cH:3][cH:4][cH:5][cH:6][cH:7]1)[C:8]1=[N:9][S:10](=[O:17])(=[O:18])[c:11]2[c:12]1[cH:13][cH:14][cH:15][cH:16]2>>[N:1]([c:2]1[cH:3][cH:4][cH:5][cH:6][cH:7]1)([C:8]1=[N:9][S:10](=[O:17])(=[O:18])[c:11]2[c:12]1[cH:13][cH:14][cH:15][cH:16]2)[CH2:20][CH2:21][CH2:22][N:23]1[CH2:24][CH2:25][N:26]([c:29]2[cH:30][cH:31][c:32]([F:35])[cH:33][cH:34]2)[CH2:27][CH2:28]1. The reactants are COC(CC(CCCC)C(C1=CC=CC=C1)=O)=O (3-benzoyl-heptanoic acid methyl ester), O.NN (hydrazine monohydrate). Solvent: C(C)O (ethanol). The product is C(CCC)C1CC(NN=C1C1=CC=CC=C1)=O (5-Butyl-6-phenyl-4,5-dihydro-2H-pyridazin-3-one). RXN SMILES: C[O:2][C:3](=O)[CH2:4][CH:5]([C:10](=O)[C:11]1[CH:16]=[CH:15][CH:14]=[CH:13][CH:12]=1)[CH2:6][CH2:7][CH2:8][CH3:9].O.[NH2:20][NH2:21]>C(O)C>[CH2:6]([CH:5]1[C:10]([C:11]2[CH:16]=[CH:15][CH:14]=[CH:13][CH:12]=2)=[N:21][NH:20][C:3](=[O:2])[CH2:4]1)[CH2:7][CH2:8][CH3:9] |f:1.2|. Reported procedure: A solution of 3-benzoyl-heptanoic acid methyl ester (4.72 g, 19 mmol) and hydrazine monohydrate (4.6 ml, 95 mmol) in ethanol (50 mL) is reflux for 12 hours. The solvent and excess hydrazine monohydrate is removed in vacuo and the residue is partitioned with EtOAc (80 mL) and water (80 mL). The layers are separated and the organic phase is washed with brine (60 mL), dried (Na2SO4) and evaporated in vacuo. Flash column chromatography of the residue (silica gel, 2:1 hexane, EtOAc) provides a creamy... Starting materials: C(C)(C)(C)OC([C@@H](NC([C@H]1N(CCC1)C([C@@H](CSC(C)=O)C)=O)=O)CC1=CC=CC=C1)=O (1-[(2S)-3-(Acetylthio)-2-methyl-1-oxopropyl]-L-prolyl-L-phenylalanine tert-butyl ester). Solvent: FC(C(=O)O)(F)F.C(Cl)Cl (trifluoroacetic acid CH2Cl2). Run at time 1 hour. Product: C(C)(=O)SC[C@H](C(=O)N1[C@H](C(=O)N[C@@H](CC2=CC=CC=C2)C(=O)O)CCC1)C (1-[(2S)-3-(acetylthio)-2-methyl-1-oxopropyl]-L-prolyl-L-phenylalanine). The yield is 9.8%. RXN SMILES: C([O:5][C:6](=[O:32])[C@H:7]([CH2:25][C:26]1[CH:31]=[CH:30][CH:29]=[CH:28][CH:27]=1)[NH:8][C:9](=[O:24])[C@@H:10]1[CH2:14][CH2:13][CH2:12][N:11]1[C:15](=[O:23])[C@H:16]([CH3:22])[CH2:17][S:18][C:19](=[O:21])[CH3:20])(C)(C)C>FC(F)(F)C(O)=O.C(Cl)Cl>[C:19]([S:18][CH2:17][C@@H:16]([CH3:22])[C:15]([N:11]1[CH2:12][CH2:13][CH2:14][C@H:10]1[C:9]([NH:8][C@H:7]([C:6]([OH:32])=[O:5])[CH2:25][C:26]1[CH:27]=[CH:28][CH:29]=[CH:30][CH:31]=1)=[O:24])=[O:23])(=[O:21])[CH3:20] |f:1.2|. Procedure: 1-[(2S)-3-(Acetylthio)-2-methyl-1-oxopropyl]-L-prolyl-L-phenylalanine tert-butyl ester (1.19 g, 0.025 Mol) was dissolved in a solution of trifluoroacetic acid:CH2Cl2 (1:2, 30 ml) and the reaction was stirred at room temperature for 1 hour. Then it was evaporated under reduced pressure affording 1-[(2S)-3-(acetylthio)-2-methyl-1-oxopropyl]-L-prolyl-L-phenylalanine as a clear oil (1.00 g, 100%) that was used in the subsequent reaction without any further purification.